From a dataset of the Open Reaction Database (ORD), a public repository of structured organic reaction records. describe an organic reaction: reactants, conditions, products, and yield RXN SMILES: [C:1]1(=[O:7])[O:6][C:4](=[O:5])[CH:3]=[CH:2]1.S(Cl)(Cl)=O.C(Cl)(Cl)(Cl)Cl.[CH2:17]([OH:19])[CH3:18]>>[C:4]([O:19][CH2:17][CH3:18])(=[O:5])/[CH:3]=[CH:2]/[C:1]([OH:6])=[O:7]. Product: C(\C=C\C(=O)O)(=O)OCC (Ethyl Hydrogen Fumarate). The reactants are S(=O)(Cl)Cl (Thionyl chloride), C1(\C=C/C(=O)O1)=O (Maleic anhydride), C(C)O (ethanol), C(Cl)(Cl)(Cl)Cl (carbon tetrachloride). Reported procedure: Maleic anhydride (100.0 g, 1.02 mole) was dissolved in anhydrous ethanol (60 ml, excess) by heating the mixture in an erlenmeyer flask on a steam bath. Thionyl chloride (1.0 ml) was added using a syringe and the mixture heated with stirring for ten minutes. To the turbid mixture was added carbon tetrachloride (100 ml) and the liquid quickly filtered through a Buchner funnel having a coarse glass frit. The solid was discarded. The filtrate was allowed to cool during which the time the ethyl hydro... Starting materials: [OH-].[K+] (KOH), O1[C@@H]([C@H]1C(=O)OCC)C(=O)OCC ((2S,3S)-diethyl oxirane-2,3-dicarboxylate). The solvent is CCO (EtOH), ice water. Conditions: time 8 hour. Product: C(C)OC(=O)[C@@H]1[C@H](O1)C(=O)O ((2S,3S)-3-(ethoxycarbonyl)oxirane-2-carboxylic acid). Yield: 88.2%. As a reaction SMILES: [OH-].[K+].[O:3]1[C@H:5]([C:6]([O:8]CC)=[O:7])[C@H:4]1[C:11]([O:13][CH2:14][CH3:15])=[O:12]>CCO>[CH2:14]([O:13][C:11]([C@H:4]1[O:3][C@@H:5]1[C:6]([OH:8])=[O:7])=[O:12])[CH3:15] |f:0.1|. Procedure: An ethanolic solution of KOH (4.2 g, 64 mmol, in EtOH [50 ml]) was added dropwise to the 3a (9.7 g, 63 mmol) in EtOH (20 ml) at 0° C. for 30 min, and then the reaction was continued at r.t. for 8 h. The resulting viscous solution was diluted with ice water (150 ml), extracted with EA (2×200 ml). The aqueous layer was acidified with 1N HCl to pH˜4, and extracted with EA (3×150 ml). Combined organic extracts washed with brine (2×50 ml), dried over Na2SO4, and concentrated to afford the pure epoxid...